Dataset: the Open Reaction Database (ORD), a public repository of structured organic reaction records. Task: describe an organic reaction: reactants, conditions, products, and yield The reactants are C(C)(C)[Mg]Cl (Isopropylmagnesium chloride), BrC1=C(C=O)C(=CC=C1)F (2-bromo-6-fluoro-benzaldehyde), [NH4+].[Cl-] (NH4Cl). The solvent is C1CCOC1 (THF). Reaction conditions: temperature 0 celsius, time 1 hour. The product is BrC1=C(C(=CC=C1)F)C(C(C)C)=O (1-(2-bromo-6-fluoro-phenyl)-2-methyl-propan-1-one). RXN SMILES: [CH:1]([Mg]Cl)([CH3:3])[CH3:2].[Br:6][C:7]1[CH:14]=[CH:13][CH:12]=[C:11]([F:15])[C:8]=1[CH:9]=[O:10].[NH4+].[Cl-]>C1COCC1>[Br:6][C:7]1[CH:14]=[CH:13][CH:12]=[C:11]([F:15])[C:8]=1[C:9](=[O:10])[CH:1]([CH3:3])[CH3:2] |f:2.3|. Procedure: Isopropylmagnesium chloride (18 mL of 2 M in Et2O, 35 mmol) is added to a solution of 2-bromo-6-fluoro-benzaldehyde (6.0 g, 30 mmol) in THF (40 mL) at −78° C. and the mixture is stirred for 1 hour at 0° C. The mixture is poured into saturated NH4Cl and extracted with EtOAc. The resulting crude alcohol is oxidized directly by Swern oxidation to yield 1-(2-bromo-6-fluoro-phenyl)-2-methyl-propan-1-one. 1H NMR (CDCl3) 7.38 (d, 1H), 7.22 (m, 1H), 7.03 (t, 1H), 3.10 (m, 1H), 1.11 (d, 6H). Reactants: CO, F, CC(=O)OC1C2O[Si](C(C)(C)C)(C(C)(C)C)OCC2OC1n1c(=O)sc2cnc(N)nc21, c1ccncc1. Yields the product CC(=O)OC1C(O)C(CO)OC1n1c(=O)sc2cnc(N)nc21. RXN SMILES: [CH3:40][OH:41].[FH:33].[NH2:1][c:2]1[n:3][cH:4][c:5]2[c:6]([n:7]1)[n:8]([CH:12]1[CH:13]([O:29][C:30]([CH3:31])=[O:32])[CH:14]3[O:15][Si:16]([C:21]([CH3:22])([CH3:23])[CH3:24])([C:25]([CH3:26])([CH3:27])[CH3:28])[O:17][CH2:18][CH:19]3[O:20]1)[c:9](=[O:11])[s:10]2.[cH:34]1[cH:35][cH:36][n:37][cH:38][cH:39]1>>[NH2:1][c:2]1[n:3][cH:4][c:5]2[c:6]([n:7]1)[n:8]([CH:12]1[CH:13]([O:29][C:30]([CH3:31])=[O:32])[CH:14]([OH:15])[CH:19]([CH2:18][OH:17])[O:20]1)[c:9](=[O:11])[s:10]2. The reactants are COC(=O)C#CC(=O)OC (DMAD), NC1=[N+](C=CC=C1)[O-] (2-aminopyridine-N-oxide), COC(=O)C#CC(=O)OC (DMAD). Run in C(Cl)(Cl)Cl (chloroform), C(Cl)(Cl)Cl (chloroform). Run at time 1 hour. Product: [O-][N+]1=C(C=CC=C1)N\C(\C(=O)OC)=C/C(=O)OC (Dimethyl (2Z)-2-[(1-oxidopyridin-2-yl)amino]fumarate). RXN SMILES: [NH2:1][C:2]1[CH:7]=[CH:6][CH:5]=[CH:4][N+:3]=1[O-:8].[CH3:9][O:10][C:11]([C:13]#[C:14][C:15]([O:17][CH3:18])=[O:16])=[O:12]>C(Cl)(Cl)Cl>[O-:8][N+:3]1[CH:4]=[CH:5][CH:6]=[CH:7][C:2]=1[NH:1]/[C:13](=[CH:14]\[C:15]([O:17][CH3:18])=[O:16])/[C:11]([O:10][CH3:9])=[O:12]. Procedure: To a stirred solution of 2-aminopyridine-N-oxide in chloroform at 0° C. was added dropwise a solution of DMAD (1 eq.) in chloroform. After addition the cooling bath was removed and stirring was continued for 1 hour. A further 0.2 eq. of DMAD was added and stirring continued for 1 hour. The solution was filtered over a silica gel plug. After elution with EtOAc/PE (4:6), the product was eluted with MeOH/EtOAc. The combined MeOH/EtOAc-phases were concentrated to dryness. The title compound was obta... The reactants are O=C(O)c1ccc2c(c1)S(=O)(=O)c1ccc(F)cc1C=C2, O=C(O)c1ccc2c(c1)S(=O)(=O)c1ccccc1C=C2. Product: O=S1(=O)c2ccc(F)cc2C=Cc2ccc(CO)cc21. RXN SMILES: [F:1][c:2]1[cH:3][cH:4][c:5]2[c:6]([cH:21]1)[CH:7]=[CH:8][c:9]1[c:10]([cH:14][c:15]([C:18](=[O:19])[OH:20])[cH:16][cH:17]1)[S:11]2(=[O:12])=[O:13].[cH:22]1[c:23]2[c:35]([cH:36][c:37]([C:38]([OH:39])=[O:40])[cH:41]1)[S:32](=[O:33])(=[O:34])[c:31]1[c:26]([cH:27][cH:28][cH:29][cH:30]1)[CH:25]=[CH:24]2>>[F:1][c:2]1[cH:3][cH:4][c:5]2[c:6]([cH:21]1)[CH:7]=[CH:8][c:9]1[c:10]([cH:14][c:15]([CH2:18][OH:19])[cH:16][cH:17]1)[S:11]2(=[O:12])=[O:13]. Starting materials: ClC=1C=C2C(=CN1)NC(=C2)C(=O)O (5-chloro-1H-pyrrolo[2,3-c]pyridine-2-carboxylic acid), C(C1=CC=CC=C1)NCCN (2-benzylaminoethylamine). Yields the product C(C1=CC=CC=C1)NCCNC(=O)C1=CC=2C(=CN=C(C2)Cl)N1 (5-Chloro-1H-pyrrolo [2,3-c]pyridine-2-carboxylic acid (2-benzylaminoethyl)amide). Reaction SMILES: [Cl:1][C:2]1[CH:3]=[C:4]2[CH:10]=[C:9]([C:11]([OH:13])=O)[NH:8][C:5]2=[CH:6][N:7]=1.[CH2:14]([NH:21][CH2:22][CH2:23][NH2:24])[C:15]1[CH:20]=[CH:19][CH:18]=[CH:17][CH:16]=1>>[CH2:14]([NH:21][CH2:22][CH2:23][NH:24][C:11]([C:9]1[NH:8][C:5]2=[CH:6][N:7]=[C:2]([Cl:1])[CH:3]=[C:4]2[CH:10]=1)=[O:13])[C:15]1[CH:20]=[CH:19][CH:18]=[CH:17][CH:16]=1. Reported procedure: The title compound was prepared as outlined in EXAMPLE 1 from 5-chloro-1H-pyrrolo[2,3-c]pyridine-2-carboxylic acid (Preparation 18) and 2-benzylaminoethylamine. The product was purified by mass directed purification to give the title compound as an off-white solid. m/z (ES+)=329 [M+H]+; RT=2.75 min.